From a dataset of the Open Reaction Database (ORD), a public repository of structured organic reaction records. describe an organic reaction: reactants, conditions, products, and yield The reactants are Br[Mg]c1ccccc1, C1CCOC1, [Cl-], Cc1cc(C=O)c2c(N)c(C(N)=O)sc2n1, [NH4+]. Product: Cc1cc(C(O)c2ccccc2)c2c(N)c(C(N)=O)sc2n1. RXN SMILES: [Br:1][Mg:2][c:3]1[cH:4][cH:5][cH:6][cH:7][cH:8]1.[CH2:27]1[O:28][CH2:29][CH2:30][CH2:31]1.[Cl-:25].[NH2:9][c:10]1[c:11]([C:22](=[O:23])[NH2:24])[s:12][c:13]2[n:14][c:15]([CH3:21])[cH:16][c:17]([CH:19]=[O:20])[c:18]12.[NH4+:26]>>[c:3]1([CH:19]([c:17]2[cH:16][c:15]([CH3:21])[n:14][c:13]3[s:12][c:11]([C:22](=[O:23])[NH2:24])[c:10]([NH2:9])[c:18]32)[OH:20])[cH:4][cH:5][cH:6][cH:7][cH:8]1.